From a dataset of the Open Reaction Database (ORD), a public repository of structured organic reaction records. describe an organic reaction: reactants, conditions, products, and yield Starting materials: N1([C@H](C(=O)N[C@H](CC2=CNC3=CC=CC=C23)C(=O)N[C@@H](CC2=CC=CC=C2)C(=O)OC(=O)C2=CC=CC=C2)CCC1)C(=O)OC(C)(C)C (BocPro-DTrp-PheOBz). Reagents/catalysts: [Pd] (palladium on carbon). Run in CO (methanol), C(C)O (ethanol), CO (methanol). Product: N1([C@H](C(=O)N[C@H](CC2=CNC3=CC=CC=C23)C(=O)N[C@@H](CC2=CC=CC=C2)C(=O)O)CCC1)C(=O)OC(C)(C)C (BocPro-DTrp-PheOH). Isolated yield 95.0%. Reaction SMILES: [N:1]1([C:42]([O:44][C:45]([CH3:48])([CH3:47])[CH3:46])=[O:43])[CH2:41][CH2:40][CH2:39][C@H:2]1[C:3]([NH:5][C@@H:6]([C:17]([NH:19][C@H:20]([C:28]([O:30]C(C1C=CC=CC=1)=O)=[O:29])[CH2:21][C:22]1[CH:27]=[CH:26][CH:25]=[CH:24][CH:23]=1)=[O:18])[CH2:7][C:8]1[C:16]2[C:11](=[CH:12][CH:13]=[CH:14][CH:15]=2)[NH:10][CH:9]=1)=[O:4]>[Pd].C(O)C.CO>[N:1]1([C:42]([O:44][C:45]([CH3:48])([CH3:47])[CH3:46])=[O:43])[CH2:41][CH2:40][CH2:39][C@H:2]1[C:3]([NH:5][C@@H:6]([C:17]([NH:19][C@H:20]([C:28]([OH:30])=[O:29])[CH2:21][C:22]1[CH:27]=[CH:26][CH:25]=[CH:24][CH:23]=1)=[O:18])[CH2:7][C:8]1[C:16]2[C:11](=[CH:12][CH:13]=[CH:14][CH:15]=2)[NH:10][CH:9]=1)=[O:4]. Procedure: A mixture of palladium on carbon (10%, 4.0 g.) in ethanol (20 ml.) was added to a solution of BocPro-DTrp-PheOBz (70.44 mmole.) in methanol (100 ml.). The mixture was diluted to 200 ml. with methanol, hydrogenated under pressure for three hours and filtered. The filtrate was stripped of volatiles. After unsuccessful attempts to crystallize the residue from ether-hexane and methanol-water it was twice dissolved in, and stripped of, chloroform and dried under high vacuum, affording BocPro-DTrp-Phe... Starting materials: C(C)(C)(C)OC(=O)N1CCN(CC1)C(COC)C1=CC(=CC=C1)C(F)(F)F (4-[2-Methoxy-1 -(3-trifluoromethyl-phenyl)-ethyl]-piperazine-1-carboxylic acid tert-butyl ester), FC(C(=O)O)(F)F (trifluoroacetic acid). Conditions: time 1 hour. The product is FC(C(=O)O)(F)F.COCC(C1=CC(=CC=C1)C(F)(F)F)N1CCNCC1 (1-[2-Methoxy-1-(3-trifluoromethyl-phenyl)-ethyl]-piperazine trifluoroacetate). As a reaction SMILES: C(OC([N:8]1[CH2:13][CH2:12][N:11]([CH:14]([C:18]2[CH:23]=[CH:22][CH:21]=[C:20]([C:24]([F:27])([F:26])[F:25])[CH:19]=2)[CH2:15][O:16][CH3:17])[CH2:10][CH2:9]1)=O)(C)(C)C.[F:28][C:29]([F:34])([F:33])[C:30]([OH:32])=[O:31]>>[F:28][C:29]([F:34])([F:33])[C:30]([OH:32])=[O:31].[CH3:17][O:16][CH2:15][CH:14]([N:11]1[CH2:12][CH2:13][NH:8][CH2:9][CH2:10]1)[C:18]1[CH:23]=[CH:22][CH:21]=[C:20]([C:24]([F:26])([F:27])[F:25])[CH:19]=1 |f:2.3|. Procedure: A mixture of 4-[2-Methoxy-1 -(3-trifluoromethyl-phenyl)-ethyl]-piperazine-1-carboxylic acid tert-butyl ester (150 mg, 0.387 mmoles) in neat trifluoroacetic acid (3 mL) was stirred at room temperature for one hour. The mixture was concentrated to dryness and pumped on high vacuum to give 1-[2-Methoxy-1-(3-trifluoromethyl-phenyl)-ethyl]-piperazine trifluoroacetate as an oil. The material was used in the next step without further purification. The reactants are CC1(C2=C(C(=CC=C2)P(C3=CC=CC=C3)C4=CC=CC=C4)OC5=C(C=CC=C51)P(C6=CC=CC=C6)C7=CC=CC=C7)C (Xanthphos), ClC=1C=C(C=CC1)NC(=O)C1=NC(=CC=C1I)C (3-Iodo-6-methyl-pyridine-2-carboxylic acid (3-chloro-phenyl)-amide), NC=1C=NC=CC1 (3-aminopyridine), C([O-])([O-])=O.[Cs+].[Cs+] (Cesium carbonate), C(Cl)(Cl)Cl (CHCl3). The reagents and catalysts are C=1C=CC(=CC1)/C=C/C(=O)/C=C/C2=CC=CC=C2.C=1C=CC(=CC1)/C=C/C(=O)/C=C/C2=CC=CC=C2.C=1C=CC(=CC1)/C=C/C(=O)/C=C/C2=CC=CC=C2.[Pd].[Pd] (Pd2(dba)3). Run in C(Cl)Cl (methylene chloride), O1CCOCC1 (dioxane). Reaction conditions: temperature 150 celsius. Product: ClC=1C=C(C=CC1)NC(=O)C1=NC(=CC=C1NC=1C=NC=CC1)C (6-Methyl-3-(pyridin-3-ylamino)-pyridine-2-carboxylic acid (3-chloro-phenyl)-amide). The yield is 24.2%. As a reaction SMILES: [Cl:1][C:2]1[CH:3]=[C:4]([NH:8][C:9]([C:11]2[C:16](I)=[CH:15][CH:14]=[C:13]([CH3:18])[N:12]=2)=[O:10])[CH:5]=[CH:6][CH:7]=1.[NH2:19][C:20]1[CH:21]=[N:22][CH:23]=[CH:24][CH:25]=1.C(=O)([O-])[O-].[Cs+].[Cs+].CC1(C)C2C(=C(P(C3C=CC=CC=3)C3C=CC=CC=3)C=CC=2)OC2C(P(C3C=CC=CC=3)C3C=CC=CC=3)=CC=CC1=2.C(Cl)(Cl)Cl>O1CCOCC1.C(Cl)Cl.C1C=CC(/C=C/C(/C=C/C2C=CC=CC=2)=O)=CC=1.C1C=CC(/C=C/C(/C=C/C2C=CC=CC=2)=O)=CC=1.C1C=CC(/C=C/C(/C=C/C2C=CC=CC=2)=O)=CC=1.[Pd].[Pd]>[Cl:1][C:2]1[CH:3]=[C:4]([NH:8][C:9]([C:11]2[C:16]([NH:19][C:20]3[CH:21]=[N:22][CH:23]=[CH:24][CH:25]=3)=[CH:15][CH:14]=[C:13]([CH3:18])[N:12]=2)=[O:10])[CH:5]=[CH:6][CH:7]=1 |f:2.3.4,9.10.11.12.13|. Reported procedure: In a 5 ml microwave reaction vessel were dissolved 50 mg (0.134 mmol) 3-Iodo-6-methyl-pyridine-2-carboxylic acid (3-chloro-phenyl)-amide and 16 mg (0.168 mmol, 1.25 equiv.) of 3-aminopyridine in 2 ml of dioxane. Cesium carbonate (61 mg, 188 mmol, 1.4 equiv.) were added and argon was bubbled through the suspension for 3 min. Then Xanthphos (26 mg, 0.044 mmol, 0.33 equiv.) and Pd2(dba)3.CHCl3 14 mg (0.013 mmol, 0.1 equiv.) were added and the mixture was heated for 30 min at 150° C. under microwave... Reactants: C(C(=C)C)(=O)OCCO (2-hydroxyethyl methacrylate), C(C=C)(=O)O (acrylic acid), CS(=O)C (dimethyl sulfoxide), N(=NC(C)(C)C=1NCCN1)C(C)(C)C=1NCCN1 (VA-061). Solvent: O (water), C(C)O (ethanol). Run at time 0.5 hour. Yields the product C(C(=C)C)(=O)OCCO.C(C=C)(=O)O (2-Hydroxyethyl Methacrylate Acrylic Acid). As a reaction SMILES: [C:1]([O:6][CH2:7][CH2:8][OH:9])(=[O:5])[C:2]([CH3:4])=[CH2:3].[C:10]([OH:14])(=[O:13])[CH:11]=[CH2:12].CS(C)=O.N(C(C1NCCN=1)(C)C)=NC(C1NCCN=1)(C)C>O.C(O)C>[C:1]([O:6][CH2:7][CH2:8][OH:9])(=[O:5])[C:2]([CH3:4])=[CH2:3].[C:10]([OH:14])(=[O:13])[CH:11]=[CH2:12] |f:6.7|. Procedure: In a 300 mL three-necked flask, 2-hydroxyethyl methacrylate (HEMA, 17.1 g, 0.15 mol), acrylic acid (AA, 3.6 g, 0.05 mol), dimethyl sulfoxide (48.4 g) and a polymerization initiator VA-061 (Wako Pure Chemical Industries, Ltd., 0.0310 g, 0.124 mmol) were charged, and then equipped with a three-way stop-cock, a reflux condenser tube, a thermometer and a mechanical stirrer. The concentration of the monomer was 30% by weight. After degassing inside the three-necked flask using a vacuum pump and repea... The reactants are COC1=CC=C(C=C1)N=C=S (4-Methoxyphenyl isothiocyanate), C(C)N=C=O (ethyl isocyanate), Cl (HCl), [O-][Mn](=O)(=O)=O.[K+] (KMnO4). Yields the product C(C)N1SC(N(C1=O)C1=CC=C(C=C1)OC)=O (2-Ethyl-4-(4-methoxyphenyl)-1,2,4-thiadiazolidine-3,5-dione). RXN SMILES: [CH3:1][O:2][C:3]1[CH:8]=[CH:7][C:6]([N:9]=[C:10]=[S:11])=[CH:5][CH:4]=1.Cl.[O-:13][Mn](=O)(=O)=O.[K+].[CH2:19]([N:21]=[C:22]=[O:23])[CH3:20]>>[CH2:19]([N:21]1[C:22](=[O:23])[N:9]([C:6]2[CH:5]=[CH:4][C:3]([O:2][CH3:1])=[CH:8][CH:7]=2)[C:10](=[O:13])[S:11]1)[CH3:20] |f:2.3|. Procedure details: Reagents: 4-Methoxyphenyl isothiocyanate (0.89 ml, 6.5 mmol), 35% HCl (3.1 ml), KMnO4 (0.5 g), ethyl isocyanate (0.51 ml, 6.5 mmol). Starting materials: COC1=CC=C(CN(C2=NC=C(C=N2)C=2C3=C(N=C(N2)N2CCOCC2)N(CC3)C3=C(C=C(C(=O)O)C=C3)F)CC3=CC=C(C=C3)OC)C=C1 (4-(4-{2-[bis-(4-methoxy-benzyl)-amino]-pyrimidin-5-yl}-2-morpholin-4-yl-5,6-dihydro-pyrrolo[2,3-d]pyrimidin-7-yl)-3-fluoro-benzoic acid), N1=CC(=CC=C1)CN1CCNCC1 (1-pyridin-3-ylmethyl-piperazine). The product is COC1=CC=C(CN(C2=NC=C(C=N2)C=2C3=C(N=C(N2)N2CCOCC2)N(CC3)C3=C(C=C(C=C3)C(=O)N3CCN(CC3)CC=3C=NC=CC3)F)CC3=CC=C(C=C3)OC)C=C1 ([4-(4-{2-[bis-(4-methoxy-benzyl)-amino]-pyrimidin-5-yl}-2-morpholin-4-yl-5,6-dihydro-pyrrolo[2,3-d]pyrimidin-7-yl)-3-fluoro-phenyl]-(4-pyridin-3-ylmethyl-piperazin-1-yl)-methanone). RXN SMILES: [CH3:1][O:2][C:3]1[CH:50]=[CH:49][C:6]([CH2:7][N:8]([CH2:40][C:41]2[CH:46]=[CH:45][C:44]([O:47][CH3:48])=[CH:43][CH:42]=2)[C:9]2[N:14]=[CH:13][C:12]([C:15]3[C:16]4[CH2:29][CH2:28][N:27]([C:30]5[CH:38]=[CH:37][C:33]([C:34]([OH:36])=O)=[CH:32][C:31]=5[F:39])[C:17]=4[N:18]=[C:19]([N:21]4[CH2:26][CH2:25][O:24][CH2:23][CH2:22]4)[N:20]=3)=[CH:11][N:10]=2)=[CH:5][CH:4]=1.[N:51]1[CH:56]=[CH:55][CH:54]=[C:53]([CH2:57][N:58]2[CH2:63][CH2:62][NH:61][CH2:60][CH2:59]2)[CH:52]=1>>[CH3:48][O:47][C:44]1[CH:45]=[CH:46][C:41]([CH2:40][N:8]([CH2:7][C:6]2[CH:49]=[CH:50][C:3]([O:2][CH3:1])=[CH:4][CH:5]=2)[C:9]2[N:10]=[CH:11][C:12]([C:15]3[C:16]4[CH2:29][CH2:28][N:27]([C:30]5[CH:38]=[CH:37][C:33]([C:34]([N:61]6[CH2:62][CH2:63][N:58]([CH2:57][C:53]7[CH:52]=[N:51][CH:56]=[CH:55][CH:54]=7)[CH2:59][CH2:60]6)=[O:36])=[CH:32][C:31]=5[F:39])[C:17]=4[N:18]=[C:19]([N:21]4[CH2:26][CH2:25][O:24][CH2:23][CH2:22]4)[N:20]=3)=[CH:13][N:14]=2)=[CH:42][CH:43]=1. Procedure details: Using 4-(4-{2-[bis-(4-methoxy-benzyl)-amino]-pyrimidin-5-yl}-2-morpholin-4-yl-5,6-dihydro-pyrrolo[2,3-d]pyrimidin-7-yl)-3-fluoro-benzoic acid (54 mg) and 1-pyridin-3-ylmethyl-piperazine (22 mg) obtained in Step A in Example 1-D-315 instead of 3-(aminomethyl)pyridine used in Step B in Example 1-D-19, treatment was carried out in the same manner as Step B in Example 1-D-19, to obtain a crude product of [4-(4-{2-[bis-(4-methoxy-benzyl)-amino]-pyrimidin-5-yl}-2-morpholin-4-yl-5,6-dihydro-pyrrolo[2,3...